describe an organic reaction: reactants, conditions, products, and yield From a dataset of the Open Reaction Database (ORD), a public repository of structured organic reaction records. Reactants: N1=C(C=CC=C1)C=CCCC(=O)OCC (Ethyl 5-(2-pyridyl)-4-pentenoate), C(=O)[O-].[NH4+] (ammonium formate). The reagents and catalysts are [C].[Pd] (palladium-carbon). The solvent is C(C)O (ethanol), O (water). The product is N1=C(C=CC=C1)CCCCC(=O)OCC (Ethyl 5-(2-pyridyl)valerate). Isolated yield 94.1%. RXN SMILES: [N:1]1[CH:6]=[CH:5][CH:4]=[CH:3][C:2]=1[CH:7]=[CH:8][CH2:9][CH2:10][C:11]([O:13][CH2:14][CH3:15])=[O:12].C([O-])=O.[NH4+]>C(O)C.O.[C].[Pd]>[N:1]1[CH:6]=[CH:5][CH:4]=[CH:3][C:2]=1[CH2:7][CH2:8][CH2:9][CH2:10][C:11]([O:13][CH2:14][CH3:15])=[O:12] |f:1.2,5.6|. Procedure details: Ethyl 5-(2-pyridyl)-4-pentenoate (1.7 g, 8.2 mmol) was dissolved in ethanol (20 ml), and 10% palladium-carbon (0.22 g) and a solution of ammonium formate (3.1 g, 49.0 mmol) in water (5 ml) were added thereto. The reaction mixture was refluxed for 2 hrs. Palladium-carbon was filtered off, and the reaction mixture was combined with ethyl acetate and water. The organic layer was washed with saturated brine and dried over anhydrous magnesium sulfate. The solvent was evaporated to give the titled com...